Dataset: the Open Reaction Database (ORD), a public repository of structured organic reaction records. Task: describe an organic reaction: reactants, conditions, products, and yield Starting materials: CCCCO, CCN(C(C)C)C(C)C, Clc1ccnc(Cl)n1, Cc1ccc(NC(=O)c2cccc3c2oc2ccccc23)cc1N. Product: Cc1ccc(NC(=O)c2cccc3c2oc2ccccc23)cc1Nc1ccnc(Cl)n1. RXN SMILES: [CH2:42]([OH:43])[CH2:44][CH2:45][CH3:46].[CH:33]([N:34]([CH2:35][CH3:36])[CH:37]([CH3:38])[CH3:39])([CH3:40])[CH3:41].[Cl:25][c:26]1[n:27][cH:28][cH:29][c:30]([Cl:32])[n:31]1.[NH2:1][c:2]1[cH:3][c:4]([NH:9][C:10](=[O:11])[c:12]2[cH:13][cH:14][cH:15][c:16]3[c:17]2[o:18][c:19]2[c:20]3[cH:21][cH:22][cH:23][cH:24]2)[cH:5][cH:6][c:7]1[CH3:8]>>[NH:1]([c:2]1[cH:3][c:4]([NH:9][C:10](=[O:11])[c:12]2[cH:13][cH:14][cH:15][c:16]3[c:17]2[o:18][c:19]2[c:20]3[cH:21][cH:22][cH:23][cH:24]2)[cH:5][cH:6][c:7]1[CH3:8])[c:30]1[cH:29][cH:28][n:27][c:26]([Cl:25])[n:31]1. The reactants are BrC=1C(=C(SC1Cl)C)C(C(=O)OCC)=O (ethyl 2-(4-bromo-5-chloro-2-methylthiophen-3-yl)-2-oxoacetate), O1CCCC1 (tetrahydrofuran), [BH4-].[BH4-].[BH4-].[BH4-].[Na+].[Na+].[Na+].[Na+] (sodium tetraborohydride). Run in C(C)O (ethanol). Reaction conditions: temperature 0 celsius, time 2 hour. The product is BrC=1C(=C(SC1Cl)C)C(C(=O)OCC)O (ethyl 2-(4-bromo-5-chloro-2-methylthiophen-3-yl)-2-hydroxyacetate). Yield: 98.2%. As a reaction SMILES: [Br:1][C:2]1[C:3]([C:9](=[O:15])[C:10]([O:12][CH2:13][CH3:14])=[O:11])=[C:4]([CH3:8])[S:5][C:6]=1[Cl:7].O1CCCC1.[BH4-].[BH4-].[BH4-].[BH4-].[Na+].[Na+].[Na+].[Na+]>C(O)C>[Br:1][C:2]1[C:3]([CH:9]([OH:15])[C:10]([O:12][CH2:13][CH3:14])=[O:11])=[C:4]([CH3:8])[S:5][C:6]=1[Cl:7] |f:2.3.4.5.6.7.8.9|. Procedure: To a mixture of compound ethyl 2-(4-bromo-5-chloro-2-methylthiophen-3-yl)-2-oxoacetate (44b) (340 mg, 1.09 mmol), tetrahydrofuran (7 mL) and ethanol (1.7 mL) was added sodium tetraborohydride (37.2 mg, 0.98 mmol) at 0° C. The mixture was stirred at 0° C. for 2 hours. The mixture was quenched with hydrochloric acid 1N and extracted with ethyl acetate twice. The organic extract was washed with brine twice, dried over sodium sulfate, filtered and concentrated in vacuo to afford the crude alcohol (4...